This data is from the Open Reaction Database (ORD), a public repository of structured organic reaction records. The task is: describe an organic reaction: reactants, conditions, products, and yield Reactants: CC(C)(C)[Si](C)(C)Cl, C#CC(O)CCCCC, CN(C)C=O, c1c[nH]cn1. Product: C#CC(CCCCC)O[Si](C)(C)C(C)(C)C. Reaction SMILES: [C:10]([CH3:11])([CH3:12])([CH3:13])[Si:14]([CH3:15])([CH3:16])[Cl:17].[CH:1]#[C:2][CH:3]([CH2:4][CH2:5][CH2:6][CH2:7][CH3:8])[OH:9].[O:23]=[CH:24][N:25]([CH3:26])[CH3:27].[nH:18]1[cH:19][cH:20][n:21][cH:22]1>>[CH:1]#[C:2][CH:3]([CH2:4][CH2:5][CH2:6][CH2:7][CH3:8])[O:9][Si:14]([C:10]([CH3:11])([CH3:12])[CH3:13])([CH3:15])[CH3:16]. Starting materials: C(C)OC(C1=C(C=C(C=C1)[N+](=O)[O-])CBr)=O (2-Bromomethyl-4-nitro-benzoic acid ethyl ester), CC(C)(C)S (2-methyl-2-propanethiol), [H-].[Na+] (Sodium hydride). Run in CC#N (MeCN). Reaction conditions: temperature 0 celsius, time 5 minute. Yields the product C(C)OC(C1=C(C=C(C=C1)[N+](=O)[O-])CSC(C)(C)C)=O (2-tert-Butylsulfanylmethyl-4-nitro-benzoic acid ethyl ester). Reaction SMILES: [CH2:1]([O:3][C:4](=[O:16])[C:5]1[CH:10]=[CH:9][C:8]([N+:11]([O-:13])=[O:12])=[CH:7][C:6]=1[CH2:14]Br)[CH3:2].[CH3:17][C:18]([SH:21])([CH3:20])[CH3:19].[H-].[Na+]>CC#N>[CH2:1]([O:3][C:4](=[O:16])[C:5]1[CH:10]=[CH:9][C:8]([N+:11]([O-:13])=[O:12])=[CH:7][C:6]=1[CH2:14][S:21][C:18]([CH3:20])([CH3:19])[CH3:17])[CH3:2] |f:2.3|. Procedure details: 2-Bromomethyl-4-nitro-benzoic acid ethyl ester (8.0 g, 27.8 mmol) and 2-methyl-2-propanethiol (3.74 mL, 33.3 mmol) were combined in MeCN (100 mL) at 0° C. Sodium hydride (60% in mineral oil; 1.39 g, 34.8 mmol) was added, and the reaction was stirred for 5 minutes at 0° C., and then at room temperature until no starting material was seen by analytical tlc. The mixture was quenched by adding ice chips and diluted with H2O (100 mL) and 1N aqueous HCl (30 mL), and then extracted with EtOAc. The comb... Starting materials: C, CCCCO, Cc1ccccc1, CNC, [H][H], O, Cc1cc(-n2nc3cc(Cl)ccc3[n+]2[O-])c(O)c(C(C)(C)C)c1, [Pd]. Yields the product Cc1cc(-n2nc3ccc(Cl)cc3n2)c(O)c(C(C)(C)C)c1. RXN SMILES: [C:36].[CH2:39]([OH:40])[CH2:41][CH2:42][CH3:43].[CH3:24][c:25]1[cH:26][cH:27][cH:28][cH:29][cH:30]1.[CH3:31][NH:32][CH3:33].[H:34][H:35].[OH2:38].[OH:1][c:2]1[c:3](-[n:13]2[n:14][c:15]3[c:16]([n+:17]2[O-:18])[cH:19][cH:20][c:21]([Cl:23])[cH:22]3)[cH:4][c:5]([CH3:12])[cH:6][c:7]1[C:8]([CH3:9])([CH3:10])[CH3:11].[Pd:37]>>[OH:1][c:2]1[c:3](-[n:13]2[n:14][c:15]3[c:16]([n:17]2)[cH:19][cH:20][c:21]([Cl:23])[cH:22]3)[cH:4][c:5]([CH3:12])[cH:6][c:7]1[C:8]([CH3:9])([CH3:10])[CH3:11]. The reactants are COC(=O)c1ccc(-c2ccc(OCc3c(C(C)C)nnn3-c3c(Cl)cccc3Cl)cc2C)cc1, CO, [Na+], [OH-]. Product: Cc1cc(OCc2c(C(C)C)nnn2-c2c(Cl)cccc2Cl)ccc1-c1ccc(C(=O)O)cc1. Reaction SMILES: [CH3:1][O:2][C:3](=[O:4])[c:5]1[cH:6][cH:7][c:8](-[c:11]2[c:12]([CH3:35])[cH:13][c:14]([O:17][CH2:18][c:19]3[n:20](-[c:27]4[c:28]([Cl:34])[cH:29][cH:30][cH:31][c:32]4[Cl:33])[n:21][n:22][c:23]3[CH:24]([CH3:25])[CH3:26])[cH:15][cH:16]2)[cH:9][cH:10]1.[CH3:38][OH:39].[Na+:37].[OH-:36]>>[O:2]=[C:3]([OH:4])[c:5]1[cH:6][cH:7][c:8](-[c:11]2[c:12]([CH3:35])[cH:13][c:14]([O:17][CH2:18][c:19]3[n:20](-[c:27]4[c:28]([Cl:34])[cH:29][cH:30][cH:31][c:32]4[Cl:33])[n:21][n:22][c:23]3[CH:24]([CH3:25])[CH3:26])[cH:15][cH:16]2)[cH:9][cH:10]1. Starting materials: C1CCOC1, C[Si](C)(C)CCO, [Cl-], N#Cc1ccncc1Cl, [H-], [NH4+], [Na+]. Product: C[Si](C)(C)CCOc1cnccc1C#N. As a reaction SMILES: [CH2:21]1[O:22][CH2:23][CH2:24][CH2:25]1.[CH3:1][Si:2]([CH2:3][CH2:4][OH:5])([CH3:6])[CH3:7].[Cl-:19].[Cl:10][c:11]1[c:12]([C:13]#[N:14])[cH:15][cH:16][n:17][cH:18]1.[H-:8].[NH4+:20].[Na+:9]>>[CH3:1][Si:2]([CH2:3][CH2:4][O:5][c:11]1[c:12]([C:13]#[N:14])[cH:15][cH:16][n:17][cH:18]1)([CH3:6])[CH3:7].